Dataset: the Open Reaction Database (ORD), a public repository of structured organic reaction records. Task: describe an organic reaction: reactants, conditions, products, and yield Reactants: OC1=CC=C(C=C1)N1C(O[C@@H](C1)C1=CC=CC=C1)=O ((5R)-3-(4-hydroxyphenyl)-5-phenyl-2-oxazolidinone), C(CCCCC)(=O)O (hexanoic acid), C1(CCCCC1)N=C=NC1CCCCC1 (N,N'-dicyclohexylcarbodiimide). Reagents/catalysts: CN(C1=CC=NC=C1)C (4-dimethylaminopyridine). Solvent: C(Cl)Cl (methylene chloride). The product is C(CCCCC)(=O)OC1=CC=C(C=C1)N1C(O[C@@H](C1)C1=CC=CC=C1)=O ((5R)-3-(4-hexanoyloxyphenyl)-5-phenyl-2-oxazolidinone). Isolated yield 52.0%. RXN SMILES: [OH:1][C:2]1[CH:7]=[CH:6][C:5]([N:8]2[CH2:12][C@@H:11]([C:13]3[CH:18]=[CH:17][CH:16]=[CH:15][CH:14]=3)[O:10][C:9]2=[O:19])=[CH:4][CH:3]=1.[C:20](O)(=[O:26])[CH2:21][CH2:22][CH2:23][CH2:24][CH3:25].C1(N=C=NC2CCCCC2)CCCCC1>CN(C)C1C=CN=CC=1.C(Cl)Cl>[C:20]([O:1][C:2]1[CH:3]=[CH:4][C:5]([N:8]2[CH2:12][C@@H:11]([C:13]3[CH:18]=[CH:17][CH:16]=[CH:15][CH:14]=3)[O:10][C:9]2=[O:19])=[CH:6][CH:7]=1)(=[O:26])[CH2:21][CH2:22][CH2:23][CH2:24][CH3:25]. Procedure details: 0.50 g (1.96 mM) of (5R)-3-(4-hydroxyphenyl)-5-phenyl-2-oxazolidinone synthesized in Example 2, 0.26 g of hexanoic acid and 20 ml of methylene chloride were placed in 50 ml-round bottomed flask, followed by stirring to form a solution. To the solution, 0.43 g (2.08 mM) of N,N'-dicyclohexylcarbodiimide and 0.10 g of 4-dimethylaminopyridine were added in succession, followed by stirring for 8 hours at room temperature. The precipitated N,N'-dicyclohexylurea was filtered out and the filtrate was ev... Product: CCOCC.NC=1C(=NC=C(C1)Br)CCCCNC1=NS(N=C1N)=O (ether 3-[4-(3-amino-5-bromopyrid-2-yl)butylamino]-4-amino-1,2,5-thiadiazole-1-oxide). Procedure details: Reaction of 3-[4-(3-amino-5-bromopyrid-2-yl)butylamino]-4-methoxy-1,2,5-thiadiazole-1-oxide (0.56 g) with methanolic ammonia solution (50 ml) at room temperature overnight gave after chromatography on silica in chloroform and trituration with ether 3-[4-(3-amino-5-bromopyrid-2-yl)butylamino]-4-amino-1,2,5-thiadiazole-1-oxide (0.19 g) m.p. 105°-109° C. RXN SMILES: [NH2:1][C:2]1[C:3]([CH2:9][CH2:10][CH2:11][CH2:12][NH:13][C:14]2[C:18]([O:19][CH3:20])=[N:17][S:16](=[O:21])[N:15]=2)=[N:4][CH:5]=[C:6]([Br:8])[CH:7]=1.[NH3:22].[CH:23](Cl)(Cl)Cl>>[CH3:23][CH2:20][O:19][CH2:18][CH3:14].[NH2:1][C:2]1[C:3]([CH2:9][CH2:10][CH2:11][CH2:12][NH:13][C:14]2[C:18]([NH2:22])=[N:17][S:16](=[O:21])[N:15]=2)=[N:4][CH:5]=[C:6]([Br:8])[CH:7]=1 |f:3.4|. Reactants: C(Cl)(Cl)Cl (chloroform), NC=1C(=NC=C(C1)Br)CCCCNC1=NS(N=C1OC)=O (3-[4-(3-amino-5-bromopyrid-2-yl)butylamino]-4-methoxy-1,2,5-thiadiazole-1-oxide), N (ammonia). Starting materials: ClC1=C2C=CC=NC2=C(C(=N1)C(=O)NCC1=CC(=CC(=C1)Cl)Cl)O (5-chloro-N-(3,5-dichlorobenzyl)-8-hydroxy-1,6-naphthyridine-7-carboxamide). Run in N1CCCCC1 (piperidine). Conditions: time 36 hour. The product is ClC=1C=C(CNC(=O)C2=NC(=C3C=CC=NC3=C2O)N2CCCCC2)C=C(C1)Cl (N-(3,5-dichlorobenzyl)-8-hydroxy-5-piperidin-1-yl-1,6-naphthyridine-7-carboxamide). As a reaction SMILES: Cl[C:2]1[N:11]=[C:10]([C:12]([NH:14][CH2:15][C:16]2[CH:21]=[C:20]([Cl:22])[CH:19]=[C:18]([Cl:23])[CH:17]=2)=[O:13])[C:9]([OH:24])=[C:8]2[C:3]=1[CH:4]=[CH:5][CH:6]=[N:7]2>N1CCCCC1>[Cl:23][C:18]1[CH:17]=[C:16]([CH:21]=[C:20]([Cl:22])[CH:19]=1)[CH2:15][NH:14][C:12]([C:10]1[C:9]([OH:24])=[C:8]2[C:3]([CH:4]=[CH:5][CH:6]=[N:7]2)=[C:2]([N:7]2[CH2:8][CH2:3][CH2:4][CH2:5][CH2:6]2)[N:11]=1)=[O:13]. Procedure: A solution of the chloride from Example 44 Step 5 (40 mg, 0.105 mmol) in piperidine (0.5 ml) was heated at 100 C. for 36 hrs under argon. The resulting solution was cooled to room temperature and the solvent evaporated in vacuo. The residue was dissolved in hot DMF (0.7 ml) and purified by preparative HPLC. (Gilson semi preparative HPLC system and a YMC Combiprep Pro Column (50×20 mm I.D., C18, S-5 um, 120A) eluting with 5-95% acetonitrile/water (0.1% TFA) at 15 ml/min) to afford the title compo... Starting materials: CC=1C(=NC=CC1)CN (C-(3-methyl-pyridin-2-yl)-methylamine), C(C)(C)C=1C(=NC=CC1)C=O (3-isopropyl-pyridine-2-carboxaldehyde), [BH-](OC(=O)C)(OC(=O)C)OC(=O)C.[Na+] (NaBH(OAc)3). Run in C(Cl)Cl (CH2Cl2). Product: C(C)(C)C=1C(=NC=CC1)CNCC1=NC=CC=C1C ((3-isopropyl-pyridin-2-ylmethyl)-(3-methyl-pyridin-2-ylmethyl)-amine). Reaction SMILES: [CH3:1][C:2]1[C:3]([CH2:8][NH2:9])=[N:4][CH:5]=[CH:6][CH:7]=1.[CH:10]([C:13]1[C:14]([CH:19]=O)=[N:15][CH:16]=[CH:17][CH:18]=1)([CH3:12])[CH3:11].[BH-](OC(C)=O)(OC(C)=O)OC(C)=O.[Na+]>C(Cl)Cl>[CH:10]([C:13]1[C:14]([CH2:19][NH:9][CH2:8][C:3]2[C:2]([CH3:1])=[CH:7][CH:6]=[CH:5][N:4]=2)=[N:15][CH:16]=[CH:17][CH:18]=1)([CH3:12])[CH3:11] |f:2.3|. Procedure details: Using General Procedure B: Reaction of C-(3-methyl-pyridin-2-yl)-methylamine and 3-isopropyl-pyridine-2-carboxaldehyde with NaBH(OAc)3 in CH2Cl2 gave (3-isopropyl-pyridin-2-ylmethyl)-(3-methyl-pyridin-2-ylmethyl)-amine as a yellow oil. Reactants: NC1=NC=NC(=C1C#N)Cl (4-amino-6-chloropyrimidine-5-carbonitrile), CCN(C(C)C)C(C)C (DIPEA), C(=O)(C(F)(F)F)O (TFA), C(C)(C)(C)OC(N[C@@H](C)C1=NC2=C(N1C1=NN(C=C1)C)C=C(C=C2)F)=O ({(S)-1-[6-fluoro-1-(1-methyl-1H-pyrazol-3-yl)-1H-benzoimidazol-2-yl]ethyl}carbamic acid tert-butyl ester), crude mixture. The solvent is CC(C)O (IPA), C(Cl)Cl (DCM), CO (MeOH), CO (MeOH). Reaction conditions: time 3 hour. The product is NC1=NC=NC(=C1C#N)N[C@@H](C)C1=NC2=C(N1C1=NN(C=C1)C)C=C(C=C2)F (4-amino-6-[[(1S)-1-[6-fluoro-1-(1-methylpyrazol-3-yl)benzimidazol-2-yl]ethyl]amino]pyrimidine-5-carbonitrile). Isolated yield 53.8%. As a reaction SMILES: C(O)(C(F)(F)F)=O.C(OC(=O)[NH:14][C@H:15]([C:17]1[N:21]([C:22]2[CH:26]=[CH:25][N:24]([CH3:27])[N:23]=2)[C:20]2[CH:28]=[C:29]([F:32])[CH:30]=[CH:31][C:19]=2[N:18]=1)[CH3:16])(C)(C)C.[NH2:34][C:35]1[C:40]([C:41]#[N:42])=[C:39](Cl)[N:38]=[CH:37][N:36]=1.CCN(C(C)C)C(C)C>C(Cl)Cl.CO.CC(O)C>[NH2:34][C:35]1[C:40]([C:41]#[N:42])=[C:39]([NH:14][C@H:15]([C:17]2[N:21]([C:22]3[CH:26]=[CH:25][N:24]([CH3:27])[N:23]=3)[C:20]3[CH:28]=[C:29]([F:32])[CH:30]=[CH:31][C:19]=3[N:18]=2)[CH3:16])[N:38]=[CH:37][N:36]=1. Procedure details: TFA (1 mL) was added to a stirring solution of {(S)-1-[6-fluoro-1-(1-methyl-1H-pyrazol-3-yl)-1H-benzoimidazol-2-yl]ethyl}carbamic acid tert-butyl ester (126 mg, 0.35 mmol) in DCM (3 mL). After stirring at RT for 3 h, the reaction mixture was diluted with MeOH and loaded onto an Isolute® SCX-2 cartridge. The cartridge was washed with MeOH followed by 2M NH3/MeOH. The basic fractions were combined and concentrated in vacuo to give a brown oil. A mixture of this residue, 4-amino-6-chloropyrimidine-... The reactants are ClC=1C=CC(=C(C1)NC(NCC(=O)N)=S)C (2-[3-(5-chloro-2-methylphenyl)-thioureido]-acetamide), C(C)I (ethyl iodide). Solvent: C(C)O (ethanol). The product is ClC=1C=CC(=C(C1)N1C(=NCC1=O)SCC)C (3-(5-Chloro-2-methylphenyl)-2-ethylsulfanyl-3,5-dihydro-imidazol-4-one). The yield is 63.2%. RXN SMILES: [Cl:1][C:2]1[CH:3]=[CH:4][C:5]([CH3:16])=[C:6]([NH:8][C:9](=[S:15])[NH:10][CH2:11][C:12](N)=[O:13])[CH:7]=1.[CH2:17](I)[CH3:18]>C(O)C>[Cl:1][C:2]1[CH:3]=[CH:4][C:5]([CH3:16])=[C:6]([N:8]2[C:12](=[O:13])[CH2:11][N:10]=[C:9]2[S:15][CH2:17][CH3:18])[CH:7]=1. Procedure details: A mixture of 2-[3-(5-chloro-2-methylphenyl)-thioureido]-acetamide (25.8g) and ethyl iodide (32.0 g) was heated at reflux in ethanol (500 mL) for 5 hours. The solvent was evaporated. The residue was dissolved in ethyl acetate (500 mL) and water (300 mL). The organic phase was washed with water, dried over anhydrous MgSO4, then evaporated to dryness. The residue was triturated with diethyl ether and the solid was collected by filtration and dried to give the title compound (17.0 g) as a yellow sol... Starting materials: Br, CCC(=N)SCc1ccc2ccccc2c1, CCO, CC(C)(C)OC(=O)NCCc1ccc(N)cc1. Yields the product CCC(=N)Nc1ccc(CCNC(=O)OC(C)(C)C)cc1. As a reaction SMILES: [BrH:18].[C:19]([CH2:20][CH3:21])(=[NH:22])[S:23][CH2:24][c:25]1[cH:26][cH:27][c:28]2[c:29]([cH:30][cH:31][cH:32][cH:33]2)[cH:34]1.[CH3:35][CH2:36][OH:37].[NH2:1][c:2]1[cH:3][cH:4][c:5]([CH2:8][CH2:9][NH:10][C:11]([O:12][C:13]([CH3:14])([CH3:15])[CH3:16])=[O:17])[cH:6][cH:7]1>>[NH:1]([c:2]1[cH:3][cH:4][c:5]([CH2:8][CH2:9][NH:10][C:11]([O:12][C:13]([CH3:14])([CH3:15])[CH3:16])=[O:17])[cH:6][cH:7]1)[C:19]([CH2:20][CH3:21])=[NH:22]. Starting materials: C1(CCCC1)OC=1C=C(C=CC1OC)C(CS(=O)(=O)C)N (1-(3-Cyclopentyloxy-4-methoxyphenyl)-2-methylsulfonylethylamine), CN(C1=C2C(C(=O)OC2=O)=CC=C1)C (3-dimethylaminophthalic anhydride). The solvent is C(C)(=O)O (acetic acid). Yields the product C1(CCCC1)OC=1C=C(C=CC1OC)C(CS(=O)(=O)C)N1C(C2=CC=CC(=C2C1=O)N(C)C)=O (2-[1-(3-Cyclopentyloxy-4-methoxyphenyl)-2-methylsulfonylethyl]-4-dimethylaminoisoindoline-1,3-dione), solid. The yield is 50.0%. As a reaction SMILES: [CH:1]1([O:6][C:7]2[CH:8]=[C:9]([CH:15]([NH2:21])[CH2:16][S:17]([CH3:20])(=[O:19])=[O:18])[CH:10]=[CH:11][C:12]=2[O:13][CH3:14])[CH2:5][CH2:4][CH2:3][CH2:2]1.[CH3:22][N:23]([CH3:35])[C:24]1[CH:34]=[CH:33][CH:32]=[C:26]2[C:27]([O:29][C:30](=O)[C:25]=12)=[O:28]>C(O)(=O)C>[CH:1]1([O:6][C:7]2[CH:8]=[C:9]([CH:15]([N:21]3[C:30](=[O:29])[C:25]4[C:26](=[CH:32][CH:33]=[CH:34][C:24]=4[N:23]([CH3:22])[CH3:35])[C:27]3=[O:28])[CH2:16][S:17]([CH3:20])(=[O:18])=[O:19])[CH:10]=[CH:11][C:12]=2[O:13][CH3:14])[CH2:2][CH2:3][CH2:4][CH2:5]1. Procedure details: 2-[1-(3-Cyclopentyloxy-4-methoxyphenyl)-2-methylsulfonylethyl]-4-dimethylaminoisoindoline-1,3-dione was prepared by the procedure of Example 8 from 1-(3-Cyclopentyloxy-4-methoxyphenyl)-2-methylsulfonylethylamine (1.0 g, 3.18 mmol) and 3-dimethylaminophthalic anhydride (608 mg, 3.18 mmol) in acetic acid (10 mL). The product was obtained as a yellow solid (780 mg, 50% yield): mp, 192.0-194.0° C.; 1H NMR (CDCl3) δ 1.61-1.64 & 1.82-2.00 (2 m's, 8H, C5H8), 2.79 (s, 3H, CH3), 3.08 (s, 6H, CH3), 3.81 (... Conditions: temperature 26 celsius, time 15 minute. The solvent is C[Li] (methyllithium). Reactants: CC1=C2C(=C(S1)C(=O)O)CCC(C2)(C)C (3,5,5-trimethyl-4,5,6,7-tetrahydro-benzo[c]thiophene-1-carboxylic acid), C(C)OCC (diethyl ether). Procedure details: To a suspension of 3,5,5-trimethyl-4,5,6,7-tetrahydro-benzo[c]thiophene-1-carboxylic acid (4.10 g, 18.28 mmol) in diethyl ether (300 mL), methyllithium (23 mL, 1.6 M solution in diethyl ether) is slowly added at rt. The reaction mixture becomes clear, yellow and slightly warm (26° C.), and is stirred for 15 min before it is quenched with water. The organic layer is separated, washed once more with water, dried over MgSO4 and evaporated. The crude product is purified by CC on silica gel eluting w... As a reaction SMILES: [CH3:1][C:2]1[S:6][C:5]([C:7]([OH:9])=O)=[C:4]2[CH2:10][CH2:11][C:12]([CH3:15])([CH3:14])[CH2:13][C:3]=12.[CH2:16](OCC)C>C[Li]>[CH3:1][C:2]1[S:6][C:5]([C:7](=[O:9])[CH3:16])=[C:4]2[CH2:10][CH2:11][C:12]([CH3:15])([CH3:14])[CH2:13][C:3]=12. Yields the product CC1=C2C(=C(S1)C(C)=O)CCC(C2)(C)C (1-(3,5,5-trimethyl-4,5,6,7-tetrahydro-benzo[c]thiophen-1-yl)-ethanone). Reactants: C(C1=CC=CC=C1)OC=1C=C(C=O)C=CC1OC (3-benzyloxy-4-methoxybenzaldehyde), C[Si](C)(C)C#N (trimethylsilyl cyanide), [H-].[Al+3].[Li+].[H-].[H-].[H-] (lithium aluminum hydride). The reagents and catalysts are [I-].[Zn+2].[I-] (zinc iodide). The solvent is O1CCCC1 (tetrahydrofuran), O1CCCC1 (tetrahydrofuran). Yields the product NCC(O)C1=CC(=C(C=C1)OC)OCC1=CC=CC=C1 (2-amino-1-(3-benzyloxy-4-methoxyphenyl)-ethanol). Yield: 30.0%. RXN SMILES: [CH2:1]([O:8][C:9]1[CH:10]=[C:11]([CH:14]=[CH:15][C:16]=1[O:17][CH3:18])[CH:12]=[O:13])[C:2]1[CH:7]=[CH:6][CH:5]=[CH:4][CH:3]=1.C[Si]([C:23]#[N:24])(C)C.[H-].[Al+3].[Li+].[H-].[H-].[H-]>[I-].[Zn+2].[I-].O1CCCC1>[NH2:24][CH2:23][CH:12]([C:11]1[CH:14]=[CH:15][C:16]([O:17][CH3:18])=[C:9]([O:8][CH2:1][C:2]2[CH:3]=[CH:4][CH:5]=[CH:6][CH:7]=2)[CH:10]=1)[OH:13] |f:2.3.4.5.6.7,8.9.10|. Procedure details: 50 mmol of 3-benzyloxy-4-methoxybenzaldehyde and 55 mmol of trimethylsilyl cyanide are heated together with 0.567 mmol of anhydrous zinc iodide for 4 hours under nitrogen and exclusion of moisture to 90°. The mixture is then taken up in 15 ml. of absolute tetrahydrofuran, and this solution is added dropwise to a suspension of 60 mmol of lithium aluminum hydride in 35 ml. of tetrahydrofuran. After heating the mixture for one hour to 60°, it is worked up as described in Example 1. Recrystallizatio...